This data is from the Open Reaction Database (ORD), a public repository of structured organic reaction records. The task is: describe an organic reaction: reactants, conditions, products, and yield Reactants: [PH4+] (phosphonium), 6, O1CCCC1 (tetrahydrofuran), [Li]CCCC (n-BuLi), FC=1C=C(C=O)C=C(C1OC)OC (3-fluoro-4,5-dimethoxybenzaldehyde), O1CCCC1 (tetrahydrofuran). The solvent is CCCCCC.C(C)(=O)OCC (hexane ethyl acetate). Conditions: time 1 hour. Yields the product C1(=CC=CC=C1)\C=C/C1=CC=CC=C1 (Z-stilbene). Yield: 34.0%. Reaction SMILES: [PH4+].[Li][CH2:3][CH2:4][CH2:5][CH3:6].F[C:8]1[CH:9]=[C:10]([CH:13]=[C:14](OC)[C:15]=1OC)[CH:11]=O.O1C[CH2:23][CH2:22][CH2:21]1>CCCCCC.C(OCC)(=O)C>[C:10]1(/[CH:11]=[CH:6]\[C:5]2[CH:23]=[CH:22][CH:21]=[CH:3][CH:4]=2)[CH:13]=[CH:14][CH:15]=[CH:8][CH:9]=1 |f:4.5|. Procedure: To a mixture of phosphonium salt 6 (4.7 g, 6.5 mmol) and tetrahydrofuran (25 ml, cooled to −78° C.) was added n-BuLi (2.6 mL, 2.5 M, 6.5 mmol, over 5 minutes), followed by stirring for one hour. Next, 3-fluoro-4,5-dimethoxybenzaldehyde (1g, 5.4 mmol) in tetrahydrofuran (10 ml) was added (dropwise) over 30 minutes. The mixture was allowed to warm to room temperature, and stirring continued for 16 hours. The reaction was terminated by the addition of water (50 mL), the product was extracted with e... The reactants are compound, Cl.CCOC(=O)C (HCl EtOAc), BrC1C(OCC1)=O (3-Bromo-dihydro-furan-2-one), C(=O)(OC(C)(C)C)NCCS (2-(Boc-amino)ethanethiol), C(=O)([O-])[O-].[K+].[K+] (K2CO3). Run in CCOC(=O)C (EtOAc), CC#N (CH3CN). Run at temperature 80 celsius, time 16 hour. Yields the product NCCSC1C(OCC1)=O (3-(2-Amino-ethylsulfanyl)-dihydro-furan-2-one). The yield is 82.2%. Reaction SMILES: Br[CH:2]1[CH2:6][CH2:5][O:4][C:3]1=[O:7].C([NH:15][CH2:16][CH2:17][SH:18])(OC(C)(C)C)=O.C([O-])([O-])=O.[K+].[K+].Cl.CCOC(C)=O>CC#N.CCOC(C)=O>[NH2:15][CH2:16][CH2:17][S:18][CH:2]1[CH2:6][CH2:5][O:4][C:3]1=[O:7] |f:2.3.4,5.6|. Procedure: 3-Bromo-dihydro-furan-2-one (2.49 g, 15.1 mmol) and 2-(Boc-amino)ethanethiol (2.9 g, 16.5 mmol) were dissolved in 40 mL of CH3CN. Then K2CO3(4.14 g, 30 mmol) was added to the solution. Let it stir at 80° C. for 16 h. The solvent was evaporated to dryness and the residue was purified by column chromatography (PE/EtOAc=4/1) to 3.8 g of BOC protected Intermediate 29 as colorless oil. The previous compound (3.7 g, 14.16 mmol) was dissolved in 10 ml of EtOAc. Then 40 mL of 4N HCl/EtOAc was added to t... Reactants: C1(=CC=C(C=C1)S(=O)(=O)N1C(SCC1)C(=O)O)C1=CC=CC=C1 (3-([1,1′-biphenyl]-4-ylsulfonyl)-1,3-thiazolidine-2-carboxylic acid), NC(CCO)C1=CC2=C(OCO2)C=C1 (3-amino-3-(1,3-benzodioxol-5-yl)-1-propanol), C1(=CC=C(C=C1)S(=O)(=O)N1C(SCC1)C(=O)O)C1=CC=CC=C1 (3-([1,1′-biphenyl]-4-ylsulfonyl)-1,3-thiazolidine-2-carboxylic acid), NC(CCO)C1=CC2=C(OCO2)C=C1 (3-amino-3-(1,3-benzodioxol-5-yl)-1-propanol). Product: O1COC2=C1C=CC(=C2)C(CCO)NC(=O)C2SCCN2S(=O)(=O)C2=CC=C(C=C2)C2=CC=CC=C2 (N-[1-(1,3-benzodioxol-5-yl)-3-hydroxypropyl]-3-([1,1′-biphenyl]-4-ylsulfonyl)-1,3-thiazolidine-2-carboxamide). Reaction SMILES: [C:1]1([C:18]2[CH:23]=[CH:22][CH:21]=[CH:20][CH:19]=2)[CH:6]=[CH:5][C:4]([S:7]([N:10]2[CH2:14][CH2:13][S:12][CH:11]2[C:15](O)=[O:16])(=[O:9])=[O:8])=[CH:3][CH:2]=1.[NH2:24][CH:25]([C:29]1[CH:37]=[CH:36][C:32]2[O:33][CH2:34][O:35][C:31]=2[CH:30]=1)[CH2:26][CH2:27][OH:28]>>[O:33]1[C:32]2[CH:36]=[CH:37][C:29]([CH:25]([NH:24][C:15]([CH:11]3[N:10]([S:7]([C:4]4[CH:5]=[CH:6][C:1]([C:18]5[CH:19]=[CH:20][CH:21]=[CH:22][CH:23]=5)=[CH:2][CH:3]=4)(=[O:8])=[O:9])[CH2:14][CH2:13][S:12]3)=[O:16])[CH2:26][CH2:27][OH:28])=[CH:30][C:31]=2[O:35][CH2:34]1. Procedure details: Following the general strategies and protocols outlined in Example 1, starting from 3-([1,1′-biphenyl]-4-ylsulfonyl)-1,3-thiazolidine-2-carboxylic acid (Intermediate 8) and 3-amino-3-(1,3-benzodioxol-5-yl)-1-propanol (Intermediate 2), the title compound was obtained in 92% purity by HPLC. Reaction SMILES: [Br:16][CH:17]([C:18](=[O:19])[O:20][CH2:21][c:22]1[cH:23][cH:24][cH:25][cH:26][cH:27]1)[c:28]1[cH:29][cH:30][cH:31][cH:32][cH:33]1.[CH3:36][CH2:37][O:38][C:39](=[O:40])[CH3:41].[CH3:42][N:43]([CH3:44])[CH:45]=[O:46].[H-:34].[Na+:35].[c:1]1([CH2:7][C:8](=[O:9])[NH:10][CH:11]2[C:12](=[O:15])[NH:13][CH2:14]2)[cH:2][cH:3][cH:4][cH:5][cH:6]1>>[c:1]1([CH2:7][C:8](=[O:9])[NH:10][CH:11]2[C:12](=[O:15])[N:13]([CH:17]([C:18](=[O:19])[O:20][CH2:21][c:22]3[cH:23][cH:24][cH:25][cH:26][cH:27]3)[c:28]3[cH:29][cH:30][cH:31][cH:32][cH:33]3)[CH2:14]2)[cH:2][cH:3][cH:4][cH:5][cH:6]1. Product: O=C(Cc1ccccc1)NC1CN(C(C(=O)OCc2ccccc2)c2ccccc2)C1=O. Starting materials: O=C(OCc1ccccc1)C(Br)c1ccccc1, CCOC(C)=O, CN(C)C=O, [H-], [Na+], O=C(Cc1ccccc1)NC1CNC1=O. The reactants are BrC=1C=C2C(=CNC2=CC1)CC(=O)O (5-bromoindole-3-acetic acid), CCN(C(C)C)C(C)C (iPr2NEt), BrCC1CC1 (bromomethylcyclopropane). Run in CN1C(CCC1)=O (1-methyl-2-pyrrolidinone). Conditions: temperature 50 celsius. Product: BrC=1C=C2C(=CN(C2=CC1)CC1CC1)CC(=O)O (2-[5-bromo-1-(cyclopropylmethyl)-1H-indol-3-yl]acetic acid). Yield: 85.9%. RXN SMILES: [Br:1][C:2]1[CH:3]=[C:4]2[C:8](=[CH:9][CH:10]=1)[NH:7][CH:6]=[C:5]2[CH2:11][C:12]([OH:14])=[O:13].CCN(C(C)C)C(C)C.Br[CH2:25][CH:26]1[CH2:28][CH2:27]1>CN1CCCC1=O>[Br:1][C:2]1[CH:3]=[C:4]2[C:8](=[CH:9][CH:10]=1)[N:7]([CH2:25][CH:26]1[CH2:28][CH2:27]1)[CH:6]=[C:5]2[CH2:11][C:12]([OH:14])=[O:13]. Procedure: To 5-bromoindole-3-acetic acid (890 mg, 3.5 mmol) in 1-methyl-2-pyrrolidinone (12 mL) at 0° C. were added iPr2NEt (21 mmol) and bromomethylcyclopropane (10.5 mmol). The reaction mixture was heated at 50° C. for 19 h before partitioning between diethyl ether and ice water. After adjusting the pH to 3, the aqueous layer was extracted with diethyl ether. The organic layers were combined, washed with NaH2PO4, dried over MgSO4 and evaporated to dryness. Purification on silica gel column (30% EtOAc in... Starting materials: ClC1=C(C(=O)OC)C=C(C(=N1)Cl)F (methyl 2,6-dichloro-5-fluoronicotinate), CB1OB(OB(O1)C)C (trimethylboroxin), C([O-])([O-])=O.[Cs+].[Cs+] (cesium carbonate). The reagents and catalysts are ClCCl.[Pd](Cl)Cl.C1(=CC=CC=C1)P([C-]1C=CC=C1)C1=CC=CC=C1.[C-]1(C=CC=C1)P(C1=CC=CC=C1)C1=CC=CC=C1.[Fe+2] (1,1′-Bis(diphenylphosphino)ferrocene-palladium(II)dichloride dichloromethane). Run in O (water). Conditions: temperature 110 celsius. The product is ClC1=C(C(=O)OC)C=C(C(=N1)C)F (methyl 2-chloro-5-fluoro-6-methylnicotinate). Isolated yield 25.2%. RXN SMILES: [Cl:1][C:2]1[N:11]=[C:10](Cl)[C:9]([F:13])=[CH:8][C:3]=1[C:4]([O:6][CH3:7])=[O:5].[CH3:14]B1OB(C)OB(C)O1.C(=O)([O-])[O-].[Cs+].[Cs+]>O.ClCCl.[Pd](Cl)Cl.C1(P(C2C=CC=CC=2)[C-]2C=CC=C2)C=CC=CC=1.[C-]1(P(C2C=CC=CC=2)C2C=CC=CC=2)C=CC=C1.[Fe+2]>[Cl:1][C:2]1[N:11]=[C:10]([CH3:14])[C:9]([F:13])=[CH:8][C:3]=1[C:4]([O:6][CH3:7])=[O:5] |f:2.3.4,6.7.8.9.10|. Procedure details: A mixture of methyl 2,6-dichloro-5-fluoronicotinate (17) (3.5 g 15.62 mmol), trimethylboroxin (1.96 g, 15.62 mmol), 1,1′-Bis(diphenylphosphino)ferrocene-palladium(II)dichloride dichloromethane (1.276 g, 1.562 mmol) and cesium carbonate 15.27 g, 46.86 mmol) was heated at 110° C. overnight. The mixture is cooled to room temperature, diluted with water, and extracted with EtOAc. The combined organic phase is washed with water followed by brine, then dried over anhydrous sodium sulfate and concentra... The reactants are C12C(CC(CC1)C2)CC(=O)OC (methyl (2-norbornyl)acetate), CP(OC)(OC)=O (dimethyl methylphosphonate), P([O-])([O-])=O (phosphonate), C(CCC)[Li] (n-butyllithium). Solvent: C(C)(=O)O (acetic acid), O1CCCC1 (tetrahydrofuran), CCCCCC (hexane). Conditions: time 5 minute. Yields the product O=C(CP(OC)(OC)=O)CC1C2CCC(C1)C2 (Dimethyl 2-Oxo-3-(2-norbornyl)propylphosphonate). RXN SMILES: [CH3:1][P:2](=[O:7])([O:5][CH3:6])[O:3][CH3:4].P(=O)([O-])[O-].C([Li])CCC.[CH:17]12[CH2:23][CH:20]([CH2:21][CH2:22]1)[CH2:19][CH:18]2[CH2:24][C:25](OC)=[O:26]>O1CCCC1.CCCCCC.C(O)(=O)C>[O:26]=[C:25]([CH2:24][CH:18]1[CH2:19][CH:20]2[CH2:23][CH:17]1[CH2:22][CH2:21]2)[CH2:1][P:2](=[O:7])([O:5][CH3:6])[O:3][CH3:4]. Reported procedure: A solution of 63.9 g (0.516 mole) dimethyl methylphosphonate (Aldrich) in 645 ml dry tetrahydrofuran was cooled to -78° in a dry nitrogen atmosphere. To the stirred phosphonate solution was added 251 ml of 2.2 M n-butyllithium in hexane solution (Alfa Inorganics, Inc.) dropwise over a period of 40 minutes at such a rate that the reaction temperature never rose about -65°. After an additional 5 minutes stirring at -78°, 43.5 g (0.258 mole) methyl (2-norbornyl)acetate was added dropwise at a rate ...